Dataset: the Open Reaction Database (ORD), a public repository of structured organic reaction records. Task: describe an organic reaction: reactants, conditions, products, and yield The reactants are CC1=C(N=C(O1)COC1=C(C=CC(=O)OC)C=CC=C1)C1=CC=CC=C1 (methyl 2-(5-methyl-4-phenyl-2-oxazolylmethoxy)cinnamate), [H-].C(C(C)C)[Al+]CC(C)C (diisobutylaluminum hydride). The product is CC1=C(N=C(O1)COC1=C(C=CC=C1)/C=C/CO)C1=CC=CC=C1 ((E)-3-[2-(5-methyl-4-phenyl-2-oxazolylmethoxy)phenyl]-2-propen-1-ol). RXN SMILES: [CH3:1][C:2]1[O:6][C:5]([CH2:7][O:8][C:9]2[CH:20]=[CH:19][CH:18]=[CH:17][C:10]=2[CH:11]=[CH:12][C:13](OC)=[O:14])=[N:4][C:3]=1[C:21]1[CH:26]=[CH:25][CH:24]=[CH:23][CH:22]=1.[H-].C([Al+]CC(C)C)C(C)C>>[CH3:1][C:2]1[O:6][C:5]([CH2:7][O:8][C:9]2[CH:20]=[CH:19][CH:18]=[CH:17][C:10]=2/[CH:11]=[CH:12]/[CH2:13][OH:14])=[N:4][C:3]=1[C:21]1[CH:26]=[CH:25][CH:24]=[CH:23][CH:22]=1 |f:1.2|. Procedure details: According to the method described for Reference Example 23, methyl 2-(5-methyl-4-phenyl-2-oxazolylmethoxy)cinnamate was subjected to reduction with diisobutylaluminum hydride to give (E)-3-[2-(5-methyl-4-phenyl-2-oxazolylmethoxy)phenyl]-2-propen-1-ol. Recrystallization from ethyl acetate-ether gave colorless prisms, m.p.128°-129° C. The reactants are CC(=O)[O-], CCOC(=O)C#Cc1c(Cl)cccc1C1(C(=O)OCC)CCOCC1, O=C(O)C(F)(F)F, [Li+], CC(=O)[O-], CC(=O)[O-], [Pd+2]. Product: CCOC(=O)C=C(O)c1c(Cl)cccc1C1(C(=O)OCC)CCOCC1. Reaction SMILES: [CH3:27][C:28]([O-:29])=[O:30].[Cl:1][c:2]1[c:3]([C:19]#[C:20][C:21](=[O:22])[O:23][CH2:24][CH3:25])[c:4]([C:8]2([C:14](=[O:15])[O:16][CH2:17][CH3:18])[CH2:9][CH2:10][O:11][CH2:12][CH2:13]2)[cH:5][cH:6][cH:7]1.[F:31][C:32]([F:33])([F:34])[C:35]([OH:36])=[O:37].[Li+:26].[O-:39][C:40]([CH3:41])=[O:42].[O-:43][C:44]([CH3:45])=[O:46].[Pd+2:38]>>[Cl:1][c:2]1[c:3]([C:19](=[CH:20][C:21](=[O:22])[O:23][CH2:24][CH3:25])[OH:29])[c:4]([C:8]2([C:14](=[O:15])[O:16][CH2:17][CH3:18])[CH2:9][CH2:10][O:11][CH2:12][CH2:13]2)[cH:5][cH:6][cH:7]1. Reactants: CCCCOCCCC, CCCCCCCl, [Na], O, ClP(c1ccccc1)c1ccccc1. Yields the product CCCCCCP(c1ccccc1)c1ccccc1. As a reaction SMILES: [CH2:1]([O:2][CH2:3][CH2:4][CH2:5][CH3:6])[CH2:7][CH2:8][CH3:9].[CH2:25]([CH2:26][CH2:27][CH2:28][CH2:29][CH3:30])[Cl:31].[Na:10].[OH2:32].[c:11]1([P:17]([c:18]2[cH:19][cH:20][cH:21][cH:22][cH:23]2)[Cl:24])[cH:12][cH:13][cH:14][cH:15][cH:16]1>>[c:11]1([P:17]([c:18]2[cH:19][cH:20][cH:21][cH:22][cH:23]2)[CH2:25][CH2:26][CH2:27][CH2:28][CH2:29][CH3:30])[cH:12][cH:13][cH:14][cH:15][cH:16]1. Starting materials: N1(NCCCCCCCCC1)C1CCCCCCCCCC1 (Diazabicycloundecane), C(C1=CC=CC=C1)OC(=O)C1CC(N1)=O (4-benzyloxycarbonyl azetidin-2-one), [N+](=O)([O-])C1=CC=C(C=C1)S(=O)(=O)Cl (p-nitrobenzenesulfonyl chloride). The solvent is C(Cl)Cl (methylene chloride). Conditions: time 2 hour. Product: [N+](=O)([O-])C1=CC=C(C=C1)S(=O)(=O)N1C(CC1C(=O)OCC1=CC=CC=C1)=O (1-p-nitrophenylsulfonyl-4-benzyloxycarbonyl azetidin-2-one). Isolated yield 20.1%. As a reaction SMILES: N1(C2CCCCCCCCCC2)CCCCCCCCCN1.[CH2:23]([O:30][C:31]([CH:33]1[NH:36][C:35](=[O:37])[CH2:34]1)=[O:32])[C:24]1[CH:29]=[CH:28][CH:27]=[CH:26][CH:25]=1.[N+:38]([C:41]1[CH:46]=[CH:45][C:44]([S:47](Cl)(=[O:49])=[O:48])=[CH:43][CH:42]=1)([O-:40])=[O:39]>C(Cl)Cl>[N+:38]([C:41]1[CH:42]=[CH:43][C:44]([S:47]([N:36]2[CH:33]([C:31]([O:30][CH2:23][C:24]3[CH:25]=[CH:26][CH:27]=[CH:28][CH:29]=3)=[O:32])[CH2:34][C:35]2=[O:37])(=[O:49])=[O:48])=[CH:45][CH:46]=1)([O-:40])=[O:39]. Procedure: Diazabicycloundecane (152 mg, 1 mM) was added to a mixture of 205 mg (1 mM) 4-benzyloxycarbonyl azetidin-2-one and 181 mg (1 mM) p-nitrobenzenesulfonyl chloride in 10 ml methylene chloride at room temperature. After stirring 21/2 hours, the orange solution was washed with water, dried over MgSO4, and concentrated in vacuo. The residue was chromatographed on silica gel in hexane/ethyl acetate to yield 64 mg (17%) of 1-p-nitrophenylsulfonyl-4-benzyloxycarbonyl azetidin-2-one. The reactants are ice water, C(=O)C1=CC=C(C(=O)OC)C=C1 (methyl p-formylbenzoate), C(CC(=O)O)(=O)O (malonic acid), N1CCCCC1 (piperidine). The solvent is N1=CC=CC=C1 (pyridine). Product: COC(=O)C1=CC=C(C=CC(=O)O)C=C1 (4-methoxycarbonyl cinnamic acid). Yield: 94.9%. RXN SMILES: [CH:1]([C:3]1[CH:12]=[CH:11][C:6]([C:7]([O:9][CH3:10])=[O:8])=[CH:5][CH:4]=1)=O.C(O)(=O)[CH2:14][C:15]([OH:17])=[O:16].N1CCCCC1>N1C=CC=CC=1>[CH3:10][O:9][C:7]([C:6]1[CH:11]=[CH:12][C:3]([CH:1]=[CH:14][C:15]([OH:17])=[O:16])=[CH:4][CH:5]=1)=[O:8]. Procedure: A solution of methyl p-formylbenzoate (12.33 g), malonic acid (16 g) and piperidine (1 ml) in pyridine (100 ml) is refluxed for two hours. The reaction mixture is poured into ice-water, and the precipitated white powder is collected by filtration, and washed with water, and dried to give 4-methoxycarbonyl cinnamic acid (14.7 g). The reactants are NC1=CC(=C(C=C1)O)[N+](=O)[O-] (4-amino-2-nitrophenol), C([O-])([O-])=O.[K+].[K+] (potassium carbonate), O (water), O (water), BrC=1N=NC(=CC1)Br (3,6-dibromopyridazine). Solvent: CS(=O)C (dimethyl sulfoxide). Yields the product BrC1=CC=C(N=N1)OC1=C(C=C(N)C=C1)[N+](=O)[O-] (4-(6-bromo-3-pyridazinyloxy)-3-nitroaniline). The yield is 61.2%. RXN SMILES: [Br:1][C:2]1[N:3]=[N:4][C:5](Br)=[CH:6][CH:7]=1.[NH2:9][C:10]1[CH:15]=[CH:14][C:13]([OH:16])=[C:12]([N+:17]([O-:19])=[O:18])[CH:11]=1.C(=O)([O-])[O-].[K+].[K+].O>CS(C)=O>[Br:1][C:2]1[N:3]=[N:4][C:5]([O:16][C:13]2[CH:14]=[CH:15][C:10]([NH2:9])=[CH:11][C:12]=2[N+:17]([O-:19])=[O:18])=[CH:6][CH:7]=1 |f:2.3.4|. Reported procedure: 3.0 g of 3,6-dibromopyridazine was dissolved in 15 ml of dimethyl sulfoxide. To this solution, a mixture of 2.0 g of 4-amino-2-nitrophenol, 3.6 g of potassium carbonate and 10 ml of water was added and, after flushing with nitrogen, the mixture was reacted at a temperature of from 100° to 110° C. for 2 hours. After the completion of the reaction, the reaction product was cooled and poured into water, and then extracted with methylene chloride. The extract layer was washed with an aqueous sodium ... The reactants are C(C)(C)(C)OC(=O)N1CCC(CC1)NC1=CC=C(C=C1)CN1C(=NC=2C1=NC(=CC2C)C)CC (4-{4-(2-Ethyl-5,7-dimethylimidazo[4,5-b]pyridin-3-ylmethyl)phenylamino}piperidine-1-carboxylic acid tert-butyl ester), C(C)(=O)OCC.Cl (hydrogen chloride-ethyl acetate). The solvent is C(Cl)(Cl)Cl (chloroform). Run at time 1.5 hour. The product is C(C)C1=NC=2C(=NC(=CC2C)C)N1CC1=CC=C(C=C1)NC1CCNCC1 (4-[4-(2-Ethyl-5,7-dimethyl-3H-imidazo[4,5-b]pyridin-3-ylmethyl)phenylamino]piperidine). Isolated yield 76.5%. As a reaction SMILES: C(OC([N:8]1[CH2:13][CH2:12][CH:11]([NH:14][C:15]2[CH:20]=[CH:19][C:18]([CH2:21][N:22]3[C:26]4=[N:27][C:28]([CH3:32])=[CH:29][C:30]([CH3:31])=[C:25]4[N:24]=[C:23]3[CH2:33][CH3:34])=[CH:17][CH:16]=2)[CH2:10][CH2:9]1)=O)(C)(C)C.C(OCC)(=O)C.Cl>C(Cl)(Cl)Cl>[CH2:33]([C:23]1[N:22]([CH2:21][C:18]2[CH:19]=[CH:20][C:15]([NH:14][CH:11]3[CH2:12][CH2:13][NH:8][CH2:9][CH2:10]3)=[CH:16][CH:17]=2)[C:26]2=[N:27][C:28]([CH3:32])=[CH:29][C:30]([CH3:31])=[C:25]2[N:24]=1)[CH3:34] |f:1.2|. Procedure details: A solution of Compound 105 (1.44 g, 3.11 mmol) in chloroform (12 mL) was added with a 4 mol/L hydrogen chloride-ethyl acetate solution (9.0 mL), followed by stirring at room temperature for 1.5 hours. After the reaction mixture was concentrated under reduced pressure, the residue was added with a 2 mol/L aqueous sodium hydroxide solution to control the pH to 12, and the mixture was extracted with chloroform three times. The organic layer was dried over anhydrous magnesium sulfate and concentrate... Starting materials: [Al+3], C1CCOC1, O=C1CCCc2c(Oc3ccc(-c4c5cccc(C(F)(F)F)c5nn4Cc4ccc(Cl)cc4F)cc3)cccc21, [H-], [H-], [H-], [H-], [Li+]. Reaction SMILES: [Al+3:42].[CH2:47]1[O:48][CH2:49][CH2:50][CH2:51]1.[Cl:1][c:2]1[cH:3][c:4]([F:40])[c:5]([CH2:6][n:7]2[n:8][c:9]3[c:10]([C:34]([F:35])([F:36])[F:37])[cH:11][cH:12][cH:13][c:14]3[c:15]2-[c:16]2[cH:17][cH:18][c:19]([O:20][c:21]3[c:22]4[c:27]([cH:28][cH:29][cH:30]3)[C:26](=[O:31])[CH2:25][CH2:24][CH2:23]4)[cH:32][cH:33]2)[cH:38][cH:39]1.[H-:41].[H-:44].[H-:45].[H-:46].[Li+:43]>>[Cl:1][c:2]1[cH:3][c:4]([F:40])[c:5]([CH2:6][n:7]2[n:8][c:9]3[c:10]([C:34]([F:35])([F:36])[F:37])[cH:11][cH:12][cH:13][c:14]3[c:15]2-[c:16]2[cH:17][cH:18][c:19]([O:20][c:21]3[c:22]4[c:27]([cH:28][cH:29][cH:30]3)[CH:26]([OH:31])[CH2:25][CH2:24][CH2:23]4)[cH:32][cH:33]2)[cH:38][cH:39]1. The product is OC1CCCc2c(Oc3ccc(-c4c5cccc(C(F)(F)F)c5nn4Cc4ccc(Cl)cc4F)cc3)cccc21. Starting materials: CCN=C=NCCCN(C)C, CN1CCOCC1, CN(C)CCN, CN(C)C=O, CCOC(C)=O, CCOCC, [Cl-], Cl, [Na+], O=C(O)c1c[nH]c2c(=O)[nH]c3ccccc3c12, On1nnc2ccccc21. The product is CN(C)CCNC(=O)c1c[nH]c2c(=O)[nH]c3ccccc3c12. RXN SMILES: [CH2:12]([N:13]=[C:14]=[N:15][CH2:16][CH2:17][CH2:18][N:19]([CH3:20])[CH3:21])[CH3:22].[CH3:23][N:24]1[CH2:25][CH2:26][O:27][CH2:28][CH2:29]1.[CH3:30][N:31]([CH2:32][CH2:33][NH2:34])[CH3:35].[CH3:55][N:56]([CH3:57])[CH:58]=[O:59].[CH3:60][CH2:61][O:62][C:63](=[O:64])[CH3:65].[CH3:66][CH2:67][O:68][CH2:69][CH3:70].[Cl-:54].[ClH:11].[Na+:53].[O:36]=[c:37]1[nH:38][c:39]2[cH:40][cH:41][cH:42][cH:43][c:44]2[c:45]2[c:46]1[nH:47][cH:48][c:49]2[C:50](=[O:51])[OH:52].[OH:1][n:2]1[c:3]2[cH:4][cH:5][cH:6][cH:7][c:8]2[n:9][n:10]1>>[CH3:30][N:31]([CH2:32][CH2:33][NH:34][C:50]([c:49]1[c:45]2[c:44]3[c:39]([nH:38][c:37](=[O:36])[c:46]2[nH:47][cH:48]1)[cH:40][cH:41][cH:42][cH:43]3)=[O:51])[CH3:35].